From a dataset of the Open Reaction Database (ORD), a public repository of structured organic reaction records. describe an organic reaction: reactants, conditions, products, and yield Reactants: CC(CC=C1CCC(CC1)=O)C (4-(3-methylbutylidene)-1-cyclohexanone), NCCC(=O)OCC1=CC=CC=C1 (benzyl 3-aminopropionate), ice water, Cl (hydrochloric acid), SCC(=O)O (mercaptoacetic acid). Run in O1CCOCC1 (dioxane), C(C)(=O)OCC (ethyl acetate). Conditions: time 30 minute. The product is CC(CC=C1CCC2(N(C(CS2)=O)CCC(=O)OCC2=CC=CC=C2)CC1)C (benzyl 3-[8-(3-methylbutylidene)-3-oxo-1-thia-4-azaspiro[4.5]decan-4-yl]-propionate). The yield is 54.4%. RXN SMILES: [CH3:1][CH:2]([CH3:12])[CH2:3][CH:4]=[C:5]1[CH2:10][CH2:9][C:8](=O)[CH2:7][CH2:6]1.[NH2:13][CH2:14][CH2:15][C:16]([O:18][CH2:19][C:20]1[CH:25]=[CH:24][CH:23]=[CH:22][CH:21]=1)=[O:17].[SH:26][CH2:27][C:28](O)=[O:29].Cl>C(OCC)(=O)C.O1CCOCC1>[CH3:1][CH:2]([CH3:12])[CH2:3][CH:4]=[C:5]1[CH2:10][CH2:9][C:8]2([S:26][CH2:27][C:28](=[O:29])[N:13]2[CH2:14][CH2:15][C:16]([O:18][CH2:19][C:20]2[CH:25]=[CH:24][CH:23]=[CH:22][CH:21]=2)=[O:17])[CH2:7][CH2:6]1. Procedure details: In an atmosphere of nitrogen, 3.32 g of 4-(3-methylbutylidene)-1-cyclohexanone and 5.35 g of benzyl 3-aminopropionate were added to 35 ml of dioxane and stirred at ambient temperature for 30 minutes, after which 2.25 g of mercaptoacetic acid was added and the resulting mixture was stirred under reflux for 3 hours. The reaction mixture was poured into a mixture of ice water and ethyl acetate, pH was adjusted to 2.0 with 2 mol/L hydrochloric acid, and the organic layer was separated. The organic l... Starting materials: OS(=O)(=O)O (H2SO4), S1C(=C(C=C1)C(CC(CCCC)CC)(CCCCCCCC)O)C=1SC=CC1 (7-([2,2′-bithiophen]-3-yl)-5-ethylpentadecan-7-ol), C(Cl)Cl (CH2Cl2). The solvent is O (water). The product is C(C)C(CC1(C2=C(SC=C2)C=2SC=CC21)CCCCCCCC)CCCC (4-(2-Ethylhexyl)-4-octyl-4H-cyclopenta[1,2-b:5,4-b′]dithiophene). As a reaction SMILES: OS(O)(=O)=O.[S:6]1[CH:10]=[CH:9][C:8]([C:11](O)([CH2:20][CH2:21][CH2:22][CH2:23][CH2:24][CH2:25][CH2:26][CH3:27])[CH2:12][CH:13]([CH2:18][CH3:19])[CH2:14][CH2:15][CH2:16][CH3:17])=[C:7]1[C:29]1[S:30][CH:31]=[CH:32][CH:33]=1.C(Cl)Cl>O>[CH2:18]([CH:13]([CH2:14][CH2:15][CH2:16][CH3:17])[CH2:12][C:11]1([CH2:20][CH2:21][CH2:22][CH2:23][CH2:24][CH2:25][CH2:26][CH3:27])[C:33]2[CH:32]=[CH:31][S:30][C:29]=2[C:7]2[S:6][CH:10]=[CH:9][C:8]1=2)[CH3:19]. Procedure details: H2SO4 (0.37 mL) was added dropwise to 7-([2,2′-bithiophen]-3-yl)-5-ethylpentadecan-7-ol (IId) (0.25 g, 0.60 mmol) under stirring at room temperature. After stirring for 12 h, CH2Cl2 (15 mL) and water (15 mL) were added. The organic layer was separated and the aqueous layer was extracted with CH2Cl2. The combined organic extracts were successively washed with saturated NaHCO3 and brine. After drying over MgSO4, the solvent was removed in vacuo. The crude oil was purified with column chromatograph... Reaction SMILES: [I:1][C:2]1[CH:15]=[CH:14][C:5]([O:6][CH2:7][CH2:8][N:9]2[CH2:13][CH2:12][CH2:11][CH2:10]2)=[C:4]([O:16]C)[CH:3]=1.Cl.[NH+]1C=CC=CC=1>C(Cl)Cl>[I:1][C:2]1[CH:15]=[CH:14][C:5]([O:6][CH2:7][CH2:8][N:9]2[CH2:13][CH2:12][CH2:11][CH2:10]2)=[C:4]([OH:16])[CH:3]=1 |f:1.2|. Product: IC=1C=CC(=C(C1)O)OCCN1CCCC1 (5-iodo-2-(2-pyrrolidin-1-ylethoxy)phenol). Procedure details: A mixture of 3.10 g (8.93 mmol) of 1-[2-(4-iodo-2-methoxyphenoxy)ethyl]pyrrolidine and 4.50 g (38.94 mmol) of pyridinium hydrochloride was heated to 200° C.-250° C. for 5 minutes, cooled to RT, and combined with DCM. The organic phase was washed with water and saturated aqueous NaCl solution, dried over sodium sulfate, and evaporated down in vacuo. The residue was stirred with acetonitrile, and the precipitate was filtered off and dried in vacuo. Yield: 0.75 g (25% of theoretical); C12H16INO2 (M... Reactants: IC1=CC(=C(OCCN2CCCC2)C=C1)OC (1-[2-(4-iodo-2-methoxyphenoxy)ethyl]pyrrolidine), Cl.[NH+]1=CC=CC=C1 (pyridinium hydrochloride). Run in C(Cl)Cl (DCM). The reactants are [BH4-].[Na+] (sodium borohydride), CC1CC=C(CC1)C1=CC=C(C=C1)C(C)=O (para-(4-methyl-1-cyclohexenyl)-acetophenone). Solvent: CO (methanol), O (water), O (water). Run at time 4 hour. Product: OC(C)C1=CC=C(C=C1)C1=CCC(CC1)C (1-hydroxy-1-[para-(4-methyl-1-cyclohexenyl)-phenyl]-ethane). As a reaction SMILES: [CH3:1][CH:2]1[CH2:7][CH2:6][C:5]([C:8]2[CH:13]=[CH:12][C:11]([C:14](=[O:16])[CH3:15])=[CH:10][CH:9]=2)=[CH:4][CH2:3]1.[BH4-].[Na+]>CO.O>[OH:16][CH:14]([C:11]1[CH:12]=[CH:13][C:8]([C:5]2[CH2:6][CH2:7][CH:2]([CH3:1])[CH2:3][CH:4]=2)=[CH:9][CH:10]=1)[CH3:15] |f:1.2|. Procedure details: 8.8 g of para-(4-methyl-1-cyclohexenyl)-acetophenone are stirred portionwise into a solution, cooled to 0°C, of 1.8 g of sodium borohydride in 80 ml of methanol and 15 ml of water. Stirring is continued at 5°-10°C for an hour and a half and at room temperature for 4 hours, 200 ml of water are added, and the batch then extracted with 3 × 100 ml of methylene chloride. The methylene chloride residue is recrystallized from petroleum ether and yields 1-hydroxy-1-[para-(4-methyl-1-cyclohexenyl)-phenyl... Reactants: [Cl-], CCOC(=O)Cc1cccc(OS(=O)(=O)C(F)(F)F)c1, O=S(=O)(Oc1cccnc1)C(F)(F)F, [Li+], C1COCCO1, [Pd], c1ccc(P(c2ccccc2)c2ccccc2)cc1, c1ccc(P(c2ccccc2)c2ccccc2)cc1, c1ccc(P(c2ccccc2)c2ccccc2)cc1, c1ccc(P(c2ccccc2)c2ccccc2)cc1. The product is CCOC(=O)Cc1cccc(-c2cccnc2)c1. RXN SMILES: [Cl-:36].[F:1][C:2]([F:3])([F:4])[S:5]([O:6][c:7]1[cH:8][c:9]([CH2:13][C:14](=[O:15])[O:16][CH2:17][CH3:18])[cH:10][cH:11][cH:12]1)(=[O:19])=[O:20].[F:21][C:22]([F:23])([F:24])[S:25]([O:26][c:27]1[cH:28][n:29][cH:30][cH:31][cH:32]1)(=[O:33])=[O:34].[Li+:35].[O:37]1[CH2:38][CH2:39][O:40][CH2:41][CH2:42]1.[Pd:43].[c:101]1([P:102]([c:103]2[cH:104][cH:105][cH:106][cH:107][cH:108]2)[c:109]2[cH:110][cH:111][cH:112][cH:113][cH:114]2)[cH:115][cH:116][cH:117][cH:118][cH:119]1.[c:44]1([P:45]([c:46]2[cH:47][cH:48][cH:49][cH:50][cH:51]2)[c:52]2[cH:53][cH:54][cH:55][cH:56][cH:57]2)[cH:58][cH:59][cH:60][cH:61][cH:62]1.[c:63]1([P:64]([c:65]2[cH:66][cH:67][cH:68][cH:69][cH:70]2)[c:71]2[cH:72][cH:73][cH:74][cH:75][cH:76]2)[cH:77][cH:78][cH:79][cH:80][cH:81]1.[c:82]1([P:83]([c:84]2[cH:85][cH:86][cH:87][cH:88][cH:89]2)[c:90]2[cH:91][cH:92][cH:93][cH:94][cH:95]2)[cH:96][cH:97][cH:98][cH:99][cH:100]1>>[c:7]1(-[c:27]2[cH:28][n:29][cH:30][cH:31][cH:32]2)[cH:8][c:9]([CH2:13][C:14](=[O:15])[O:16][CH2:17][CH3:18])[cH:10][cH:11][cH:12]1. The reactants are CCOC(C)=O, Cl, CC(C)(C)OC(=O)N1CCCC(CCn2c(Sc3cc4c(cc3Br)OCO4)nc3c(N)ncnc32)C1. Product: Cl, Nc1ncnc2c1nc(Sc1cc3c(cc1Br)OCO3)n2CCC1CCCNC1. As a reaction SMILES: [CH3:38][CH2:39][O:40][C:41](=[O:42])[CH3:43].[ClH:37].[NH2:1][c:2]1[c:3]2[n:4][c:5]([S:26][c:27]3[cH:28][c:29]4[c:30]([cH:34][c:35]3[Br:36])[O:31][CH2:32][O:33]4)[n:6]([CH2:11][CH2:12][CH:13]3[CH2:14][N:15]([C:19]([O:20][C:21]([CH3:22])([CH3:23])[CH3:24])=[O:25])[CH2:16][CH2:17][CH2:18]3)[c:7]2[n:8][cH:9][n:10]1>>[ClH:37].[NH2:1][c:2]1[c:3]2[n:4][c:5]([S:26][c:27]3[cH:28][c:29]4[c:30]([cH:34][c:35]3[Br:36])[O:31][CH2:32][O:33]4)[n:6]([CH2:11][CH2:12][CH:13]3[CH2:14][NH:15][CH2:16][CH2:17][CH2:18]3)[c:7]2[n:8][cH:9][n:10]1. Reactants: Cl.C1(=CC=CC=C1)C1N(N=C2C1CNCC2=CC2=CC=CC=C2)CC(F)(F)F (3,3a,4,5,6,7-hexahydro-3-phenyl-7-(phenylmethylene)-2-(2,2,2-trifluoroethyl)-2H-pyrazolo[4,3-c]-pyridine, monohydrochloride), N#CN (cyanamide). The solvent is C(C)O (ethanol). Yields the product Cl.C1(=CC=CC=C1)C1N(N=C2C1CN(CC2=CC2=CC=CC=C2)C(N)=N)CC(F)(F)F (2,3,3a,4,6,7-Hexahydro-3-phenyl-7-(phenylmethylene)-2-(2,2,2-trifluoroethyl)-5H-pyrazolo[4,3-c]pyridine-5-carboximidamide, hydrochloride). The yield is 48.0%. As a reaction SMILES: [ClH:1].[C:2]1([CH:8]2[CH:12]3[CH2:13][NH:14][CH2:15][C:16](=[CH:17][C:18]4[CH:23]=[CH:22][CH:21]=[CH:20][CH:19]=4)[C:11]3=[N:10][N:9]2[CH2:24][C:25]([F:28])([F:27])[F:26])[CH:7]=[CH:6][CH:5]=[CH:4][CH:3]=1.[N:29]#[C:30][NH2:31]>C(O)C>[ClH:1].[C:2]1([CH:8]2[CH:12]3[CH2:13][N:14]([C:30](=[NH:29])[NH2:31])[CH2:15][C:16](=[CH:17][C:18]4[CH:19]=[CH:20][CH:21]=[CH:22][CH:23]=4)[C:11]3=[N:10][N:9]2[CH2:24][C:25]([F:27])([F:26])[F:28])[CH:3]=[CH:4][CH:5]=[CH:6][CH:7]=1 |f:0.1,4.5|. Procedure: Ten grams of 3,3a,4,5,6,7-hexahydro-3-phenyl-7-(phenylmethylene)-2-(2,2,2-trifluoroethyl)-2H-pyrazolo[4,3-c]-pyridine, monohydrochloride (see Example 2) is reacted with 8.2 g of cyanamide in 350 ml of ethanol at reflux temperature for 24 hours. The bulk of ethanol is removed on a rotary evaporator and the residue (which does not crystallize) is converted to 10.8 g of the free base (using sodium hydroxide and chloroform extractions); melting point 155°-157° C (foaming), sintering at 120° C. The b... The reactants are ClC=1C=C(CN)C=CC1Cl (3,4-dichlorobenzylamine), ClC=1C2=C(N=C(N1)C=1C=NC=CC1)SC(=C2)[N+](=O)[O-] (4-chloro-2-(pyridin-3-yl)-6-nitro-thieno-[2,3-d]-pyrimidine). Product: N1=CC(=CC=C1)C=1N=C(C2=C(N1)SC(=C2)[N+](=O)[O-])NCC2=CC(=C(C=C2)Cl)Cl (2-(pyridin-3-yl)-4-(3,4-dichlorobenzylamino)-6-nitro-thieno-[2,3-d]-pyrimidine). Reaction SMILES: [Cl:1][C:2]1[CH:3]=[C:4]([CH:7]=[CH:8][C:9]=1[Cl:10])[CH2:5][NH2:6].Cl[C:12]1[C:13]2[CH:26]=[C:25]([N+:27]([O-:29])=[O:28])[S:24][C:14]=2[N:15]=[C:16]([C:18]2[CH:19]=[N:20][CH:21]=[CH:22][CH:23]=2)[N:17]=1>>[N:20]1[CH:21]=[CH:22][CH:23]=[C:18]([C:16]2[N:17]=[C:12]([NH:6][CH2:5][C:4]3[CH:7]=[CH:8][C:9]([Cl:10])=[C:2]([Cl:1])[CH:3]=3)[C:13]3[CH:26]=[C:25]([N+:27]([O-:29])=[O:28])[S:24][C:14]=3[N:15]=2)[CH:19]=1. Procedure: With the procedure of Example 1, the reaction of 3,4-dichlorobenzylamine with 4-chloro-2-(pyridin-3-yl)-6-nitro-thieno-[2,3-d]-pyrimidine yields 2-(pyridin-3-yl)-4-(3,4-dichlorobenzylamino)-6-nitro-thieno-[2,3-d]-pyrimidine. RXN SMILES: [C:8]([O:9][C:10](=[O:11])[NH:15][NH:16][C:17]([c:18]1[c:19]([C:36]2([c:43]3[cH:44][cH:45][cH:46][cH:47][cH:48]3)[CH:37]3[CH2:38][CH2:39][CH:40]([CH2:41]2)[CH2:42]3)[cH:20][c:21]([O:24][CH2:25][c:26]2[n:27][c:28]3[cH:29][cH:30][cH:31][cH:32][c:33]3[cH:34][cH:35]2)[cH:22][cH:23]1)=[O:49])([CH3:12])([CH3:13])[CH3:14].[CH2:50]([Cl:51])[Cl:52].[CH3:2][CH2:3][O:4][C:5]([CH3:6])=[O:7].[ClH:1]>>[NH2:15][NH:16][C:17]([c:18]1[c:19]([C:36]2([c:43]3[cH:44][cH:45][cH:46][cH:47][cH:48]3)[CH:37]3[CH2:38][CH2:39][CH:40]([CH2:41]2)[CH2:42]3)[cH:20][c:21]([O:24][CH2:25][c:26]2[n:27][c:28]3[cH:29][cH:30][cH:31][cH:32][c:33]3[cH:34][cH:35]2)[cH:22][cH:23]1)=[O:49]. Yields the product NNC(=O)c1ccc(OCc2ccc3ccccc3n2)cc1C1(c2ccccc2)CC2CCC1C2. The reactants are CC(C)(C)OC(=O)NNC(=O)c1ccc(OCc2ccc3ccccc3n2)cc1C1(c2ccccc2)CC2CCC1C2, ClCCl, CCOC(C)=O, Cl.